From a dataset of the Open Reaction Database (ORD), a public repository of structured organic reaction records. describe an organic reaction: reactants, conditions, products, and yield The reactants are C1CCOC1, O=C(O)C1CCC(OCC2CC2)CC1, CCOC(=O)C1CCC(OCC2CC2)CC1, [Na+], [OH-]. Yields the product O=C(O)C1CCC(OCC2CC2)CC1. As a reaction SMILES: [CH2:33]1[O:34][CH2:35][CH2:36][CH2:37]1.[CH:19]1([CH2:20][O:21][CH:22]2[CH2:23][CH2:24][CH:25]([C:26]([OH:27])=[O:28])[CH2:29][CH2:30]2)[CH2:31][CH2:32]1.[CH:1]1([CH2:4][O:5][CH:6]2[CH2:7][CH2:8][CH:9]([C:12](=[O:13])[O:14][CH2:15][CH3:16])[CH2:10][CH2:11]2)[CH2:2][CH2:3]1.[Na+:18].[OH-:17]>>[CH:1]1([CH2:4][O:5][CH:6]2[CH2:7][CH2:8][CH:9]([C:12](=[O:13])[OH:14])[CH2:10][CH2:11]2)[CH2:2][CH2:3]1. Reactants: CON=C(C#N)C=1CN(CCC1)O (α-(Methoxyimino)-α-(1-hydroxy-1,2,5,6-tetrahydropyridin-3-yl)acetonitrile), C1(=CC=CC=C1)N=C=O (phenyl isocyanate). Yields the product CON=C(C#N)C=1CN(CCC1)OC(=O)NC1=CC=CC=C1 (α-(Methoxyimino)-α-(1-phenylaminocarbonyloxy-1,2,5,6-tetrahydropyridin-3-yl)acetonitrile). The yield is 33.0%. As a reaction SMILES: [CH3:1][O:2][N:3]=[C:4]([C:7]1[CH2:8][N:9]([OH:13])[CH2:10][CH2:11][CH:12]=1)[C:5]#[N:6].[C:14]1([N:20]=[C:21]=[O:22])[CH:19]=[CH:18][CH:17]=[CH:16][CH:15]=1>>[CH3:1][O:2][N:3]=[C:4]([C:7]1[CH2:8][N:9]([O:13][C:21]([NH:20][C:14]2[CH:19]=[CH:18][CH:17]=[CH:16][CH:15]=2)=[O:22])[CH2:10][CH2:11][CH:12]=1)[C:5]#[N:6]. Reported procedure: α-(Methoxyimino)-α-(1-hydroxy-1,2,5,6-tetrahydropyridin-3-yl)acetonitrile (E2) (0.45 g, 0.0025 moles) was treated with phenyl isocyanate as in the method of Example 8. The residue obtained was chromatographed on silica gel eluting with 0-1% methanol/chloroform to give a crystalline solid. Recrystallisation from ethyl acetate/60-80 petrol gave the title compound (E9) as white crystals (0.245 g, 33%) m.p. 128°-130° C. Reactants: NC1C(SC2=C(N(C1=O)CC(=O)N)C=CC=C2)C(C)C (3-amino-2-isopropyl-4-oxo-2,3,4,5-tetrahydro-1,5-benzothiazepine-5-acetamide), N1C(=CC2=CC=CC=C12)C(=O)ON1C(CCC1=O)=O (succinimido 2-indolecarboxylate). Solvent: CN(C=O)C (dimethylformamide). Reaction conditions: temperature 70 celsius. Product: C(C)(C)C1SC2=C(N(C(C1NC(=O)C=1NC3=CC=CC=C3C1)=O)CC(=O)N)C=CC=C2 (2-isopropyl 3-(2-indolecarboxamido)-4-oxo-2,3,4,5-tetrahydro-1,5-benzothiazepine-5 acetamide). Yield: 61.8%. As a reaction SMILES: [NH2:1][CH:2]1[C:8](=[O:9])[N:7]([CH2:10][C:11]([NH2:13])=[O:12])[C:6]2[CH:14]=[CH:15][CH:16]=[CH:17][C:5]=2[S:4][CH:3]1[CH:18]([CH3:20])[CH3:19].[NH:21]1[C:29]2[C:24](=[CH:25][CH:26]=[CH:27][CH:28]=2)[CH:23]=[C:22]1[C:30](ON1C(=O)CCC1=O)=[O:31]>CN(C)C=O>[CH:18]([CH:3]1[CH:2]([NH:1][C:30]([C:22]2[NH:21][C:29]3[C:24]([CH:23]=2)=[CH:25][CH:26]=[CH:27][CH:28]=3)=[O:31])[C:8](=[O:9])[N:7]([CH2:10][C:11]([NH2:13])=[O:12])[C:6]2[CH:14]=[CH:15][CH:16]=[CH:17][C:5]=2[S:4]1)([CH3:20])[CH3:19]. Procedure details: A solution of 1 g of 3-amino-2-isopropyl-4-oxo-2,3,4,5-tetrahydro-1,5-benzothiazepine-5-acetamide and 1 g of succinimido 2-indolecarboxylate in 35 ml of dimethylformamide is stirred with heating at 70° C. Twenty-four hours later, the reaction mixture is concentrated under reduced pressure, whereto 50 ml of saturated sodium hydrogencarbonate and 50 ml of ethyl acetate are added. The mixture is stirred for a while. The resulting crystals are collected by filtration and recrystallized from a mixed ...